Dataset: the Open Reaction Database (ORD), a public repository of structured organic reaction records. Task: describe an organic reaction: reactants, conditions, products, and yield The reactants are CCO, C1=Nc2occc2Cn2cccc21. Product: c1cc2n(c1)Cc1ccoc1NC2. Reaction SMILES: [CH3:14][CH2:15][OH:16].[o:1]1[cH:2][cH:3][c:4]2[c:5]1[N:6]=[CH:7][c:8]1[n:9]([cH:11][cH:12][cH:13]1)[CH2:10]2>>[o:1]1[cH:2][cH:3][c:4]2[c:5]1[NH:6][CH2:7][c:8]1[n:9]([cH:11][cH:12][cH:13]1)[CH2:10]2. The reactants are CCOc1cccc(C=Nc2ccncc2)c1, [Li]c1cocn1. Product: CCOc1cccc(C(Nc2ccncc2)c2cocn2)c1. RXN SMILES: [CH2:7]([CH3:8])[O:9][c:10]1[cH:11][c:12]([CH:13]=[N:14][c:15]2[cH:16][cH:17][n:18][cH:19][cH:20]2)[cH:21][cH:22][cH:23]1.[o:1]1[cH:2][n:3][c:4]([Li:6])[cH:5]1>>[o:1]1[cH:2][n:3][c:4]([CH:13]([c:12]2[cH:11][c:10]([O:9][CH2:7][CH3:8])[cH:23][cH:22][cH:21]2)[NH:14][c:15]2[cH:16][cH:17][n:18][cH:19][cH:20]2)[cH:5]1. The reactants are ClC=1C=C2C=3CCNC(C3NC2=CC1)C1(CCC1)C(=O)NO (1-(6-Chloro-2,3,4,9-tetrahydro-1H-β-carbolin-1-yl)-N-hydroxycylobutanecarboxamide), O1CCOCC1 (dioxane), FC(C(=O)OC(C(F)(F)F)=O)(F)F (trifluoroacetic anhydride). The solvent is N1=CC=CC=C1 (pyridine). Yields the product ClC=1C=C2C=3CCNC(C3NC2=CC1)C1(CCC1)C#N (1-(6-Chloro-2,3,4,9-tetrahydro-1H-β-carbolin-1-yl)cyclobutanecarbonitrile). As a reaction SMILES: [Cl:1][C:2]1[CH:3]=[C:4]2[C:12](=[CH:13][CH:14]=1)[NH:11][C:10]1[CH:9]([C:15]3([C:19]([NH:21]O)=O)[CH2:18][CH2:17][CH2:16]3)[NH:8][CH2:7][CH2:6][C:5]2=1.O1CCOCC1.FC(F)(F)C(OC(=O)C(F)(F)F)=O>N1C=CC=CC=1>[Cl:1][C:2]1[CH:3]=[C:4]2[C:12](=[CH:13][CH:14]=1)[NH:11][C:10]1[CH:9]([C:15]3([C:19]#[N:21])[CH2:18][CH2:17][CH2:16]3)[NH:8][CH2:7][CH2:6][C:5]2=1. Reported procedure: 0.9 g of the compound obtained in Step B is stirred for 2 hours at ambient temperature in a solution of 10 ml of dioxane, 0.8 ml of pyridine and 0.42 ml of trifluoroacetic anhydride. After evaporating off the solvent, chromatography of the residue on silica gel (dichloromethane/ethyl acetate: 96/4) enables isolation of the expected product, which crystallises in heptane. The reactants are C(C)(C)(C)OC(NC1=C(C=C(C(=C1)Cl)C(F)(F)F)NC(CC(=O)C1=CC(=CC=C1)N1C=NC=C1)=O)=O ({5-chloro-2-[3-(3-imidazol-1-yl-phenyl)-3-oxo-propionylamino]-4-trifluoromethyl-phenyl]-carbamic acid tert-butyl ester), C(=O)(C(F)(F)F)O (TFA). Solvent: C(Cl)Cl (CH2Cl2). The product is ClC1=CC2=C(NC(CC(=N2)C2=CC(=CC=C2)N2C=NC=C2)=O)C=C1C(F)(F)F (7-Chloro-4-(3-imidazol-1-yl-phenyl)-8-trifluoromethyl-1,3-dihydro-benzo[b][1,4]diazepin-2-one), solid. Isolated yield 47.0%. RXN SMILES: C(OC(=O)[NH:7][C:8]1[CH:13]=[C:12]([Cl:14])[C:11]([C:15]([F:18])([F:17])[F:16])=[CH:10][C:9]=1[NH:19][C:20](=[O:35])[CH2:21][C:22]([C:24]1[CH:29]=[CH:28][CH:27]=[C:26]([N:30]2[CH:34]=[CH:33][N:32]=[CH:31]2)[CH:25]=1)=O)(C)(C)C.C(O)(C(F)(F)F)=O>C(Cl)Cl>[Cl:14][C:12]1[C:11]([C:15]([F:18])([F:17])[F:16])=[CH:10][C:9]2[NH:19][C:20](=[O:35])[CH2:21][C:22]([C:24]3[CH:29]=[CH:28][CH:27]=[C:26]([N:30]4[CH:34]=[CH:33][N:32]=[CH:31]4)[CH:25]=3)=[N:7][C:8]=2[CH:13]=1. Procedure details: The title compound was prepared from {5-chloro-2-[3-(3-imidazol-1-yl-phenyl)-3-oxo-propionylamino]-4-trifluoromethyl-phenyl]-carbamic acid tert-butyl ester (Example M49) (0.15 g, 0.29 mmol) by treatment with TFA in CH2Cl2 according to the general procedure N. Obtained as a light yellow solid (55 mg, 47%). The reactants are Cc1cc(OCCC(C)(C)O)ccc1Br, CCNCC, ClCCl, FS(F)F. Yields the product Cc1cc(OCCC(C)(C)F)ccc1Br. Reaction SMILES: [Br:10][c:11]1[c:12]([CH3:24])[cH:13][c:14]([O:15][CH2:16][CH2:17][C:18]([CH3:19])([OH:20])[CH3:21])[cH:22][cH:23]1.[CH2:1]([NH:2][CH2:3][CH3:4])[CH3:5].[Cl:25][CH2:26][Cl:27].[S:6]([F:7])([F:8])[F:9]>>[F:7][C:18]([CH2:17][CH2:16][O:15][c:14]1[cH:13][c:12]([CH3:24])[c:11]([Br:10])[cH:23][cH:22]1)([CH3:19])[CH3:21]. Starting materials: O=C([O-])[O-], CCOC(=O)CCc1cn(Cc2ccc(O)cc2)nc1OCC, CN(C)C=O, Cn1c(CCl)nc2ccccc21, [K+], [K+], O. The product is CCOC(=O)CCc1cn(Cc2ccc(OCc3nc4ccccc4n3C)cc2)nc1OCC. Reaction SMILES: [C:36](=[O:37])([O-:38])[O-:39].[CH2:1]([CH3:2])[O:3][c:4]1[n:5][n:6]([CH2:16][c:17]2[cH:18][cH:19][c:20]([OH:23])[cH:21][cH:22]2)[cH:7][c:8]1[CH2:9][CH2:10][C:11](=[O:12])[O:13][CH2:14][CH3:15].[CH3:42][N:43]([CH3:44])[CH:45]=[O:46].[Cl:24][CH2:25][c:26]1[n:27][c:28]2[c:29]([n:30]1[CH3:31])[cH:32][cH:33][cH:34][cH:35]2.[K+:40].[K+:41].[OH2:47]>>[CH2:1]([CH3:2])[O:3][c:4]1[n:5][n:6]([CH2:16][c:17]2[cH:18][cH:19][c:20]([O:23][CH2:25][c:26]3[n:27][c:28]4[c:29]([n:30]3[CH3:31])[cH:32][cH:33][cH:34][cH:35]4)[cH:21][cH:22]2)[cH:7][c:8]1[CH2:9][CH2:10][C:11](=[O:12])[O:13][CH2:14][CH3:15]. Reactants: CC(C)(C)OC(=O)N1CCc2cc(N)ccc2C1, ClCCl, CN(C)c1ccncc1, O=C(O)c1ccccc1-c1ccc(C(F)(F)F)cc1. The product is CC(C)(C)OC(=O)N1CCc2cc(NC(=O)c3ccccc3-c3ccc(C(F)(F)F)cc3)ccc2C1. Reaction SMILES: [C:20]([CH3:21])([CH3:22])([CH3:23])[O:24][C:25](=[O:26])[N:27]1[CH2:28][c:29]2[cH:30][cH:31][c:32]([NH2:37])[cH:33][c:34]2[CH2:35][CH2:36]1.[CH2:47]([Cl:48])[Cl:49].[CH3:38][N:39]([c:40]1[cH:41][cH:42][n:43][cH:44][cH:45]1)[CH3:46].[F:1][C:2]([c:3]1[cH:4][cH:5][c:6](-[c:9]2[c:10]([C:15](=[O:16])[OH:17])[cH:11][cH:12][cH:13][cH:14]2)[cH:7][cH:8]1)([F:18])[F:19]>>[F:1][C:2]([c:3]1[cH:4][cH:5][c:6](-[c:9]2[c:10]([C:15](=[O:17])[NH:37][c:32]3[cH:31][cH:30][c:29]4[c:34]([cH:33]3)[CH2:35][CH2:36][N:27]([C:25]([O:24][C:20]([CH3:21])([CH3:22])[CH3:23])=[O:26])[CH2:28]4)[cH:11][cH:12][cH:13][cH:14]2)[cH:7][cH:8]1)([F:18])[F:19]. Reactants: N#C[Cu]C#N, Clc1cccc2c(-c3ccccc3)nccc12. Product: N#Cc1cccc2c(-c3ccccc3)nccc12. RXN SMILES: [Cu:18]([C:19]#[N:20])[C:21]#[N:22].[c:1]1(-[c:7]2[n:8][cH:9][cH:10][c:11]3[c:12]([Cl:17])[cH:13][cH:14][cH:15][c:16]23)[cH:2][cH:3][cH:4][cH:5][cH:6]1>>[c:1]1(-[c:7]2[n:8][cH:9][cH:10][c:11]3[c:12]([C:19]#[N:20])[cH:13][cH:14][cH:15][c:16]23)[cH:2][cH:3][cH:4][cH:5][cH:6]1. The reactants are CC(C)O, [Cu]I, Cc1cc(C)cc(I)c1, [K+], [K+], O=C([O-])[O-], OCCO, Sc1ccccc1. The product is Cc1cc(C)cc(Sc2ccccc2)c1. Reaction SMILES: [CH3:29][CH:30]([OH:31])[CH3:32].[Cu:27][I:28].[I:1][c:2]1[cH:3][c:4]([CH3:9])[cH:5][c:6]([CH3:8])[cH:7]1.[K+:17].[K+:18].[O-:19][C:20]([O-:21])=[O:22].[OH:23][CH2:24][CH2:25][OH:26].[SH:10][c:11]1[cH:12][cH:13][cH:14][cH:15][cH:16]1>>[c:2]1([S:10][c:11]2[cH:12][cH:13][cH:14][cH:15][cH:16]2)[cH:3][c:4]([CH3:9])[cH:5][c:6]([CH3:8])[cH:7]1.